This data is from the Open Reaction Database (ORD), a public repository of structured organic reaction records. The task is: describe an organic reaction: reactants, conditions, products, and yield Reactants: O=C([O-])[O-], CN(C)CC1CCc2cc(O)ccc2C1, ClCc1nnc(-c2ccccc2)o1, [K+], [K+], CN(C)C=O, O. Product: CN(C)CC1CCc2cc(OCc3nnc(-c4ccccc4)o3)ccc2C1. Reaction SMILES: [C:29](=[O:30])([O-:31])[O-:32].[CH3:1][N:2]([CH3:3])[CH2:4][CH:5]1[CH2:6][c:7]2[cH:8][cH:9][c:10]([OH:15])[cH:11][c:12]2[CH2:13][CH2:14]1.[Cl:16][CH2:17][c:18]1[o:19][c:20](-[c:23]2[cH:24][cH:25][cH:26][cH:27][cH:28]2)[n:21][n:22]1.[K+:33].[K+:34].[O:35]=[CH:36][N:37]([CH3:38])[CH3:39].[OH2:40]>>[CH3:1][N:2]([CH3:3])[CH2:4][CH:5]1[CH2:6][c:7]2[cH:8][cH:9][c:10]([O:15][CH2:17][c:18]3[o:19][c:20](-[c:23]4[cH:24][cH:25][cH:26][cH:27][cH:28]4)[n:21][n:22]3)[cH:11][c:12]2[CH2:13][CH2:14]1. The reactants are CC1CCCN1CCCC(=O)O, Nc1cc(-c2ccc(OC(F)F)cc2)n[nH]1. Product: CC1CCCN1CCCC(=O)Nc1cc(-c2ccc(OC(F)F)cc2)n[nH]1. RXN SMILES: [CH3:17][CH:18]1[N:19]([CH2:23][CH2:24][CH2:25][C:26](=[O:27])[OH:28])[CH2:20][CH2:21][CH2:22]1.[F:1][CH:2]([O:3][c:4]1[cH:5][cH:6][c:7](-[c:10]2[cH:11][c:12]([NH2:15])[nH:13][n:14]2)[cH:8][cH:9]1)[F:16]>>[F:1][CH:2]([O:3][c:4]1[cH:5][cH:6][c:7](-[c:10]2[cH:11][c:12]([NH:15][C:26]([CH2:25][CH2:24][CH2:23][N:19]3[CH:18]([CH3:17])[CH2:22][CH2:21][CH2:20]3)=[O:27])[nH:13][n:14]2)[cH:8][cH:9]1)[F:16].